This data is from the Open Reaction Database (ORD), a public repository of structured organic reaction records. The task is: describe an organic reaction: reactants, conditions, products, and yield Starting materials: FC=1C=C(C=CC1)N1C(=CC=2C1=NC=CC2)C(C)=O (1-[1-(3-fluorophenyl)-1H-pyrrolo[2,3-b]pyridin-2-yl]ethanone), C(C)(=O)[O-].[NH4+] (ammonium acetate), C(#N)[BH3-].[Na+] (sodium cyanoborohydride), resultant mixture. Solvent: CO (methanol), C(C)#N (acetonitrile). Reaction conditions: temperature 65 celsius. Yields the product FC=1C=C(C=CC1)N1C(=CC=2C1=NC=CC2)C(C)N (1-[1-(3-Fluorophenyl)-1H-pyrrolo[2,3-b]pyridin-2-yl]ethanamine). The yield is 133.3%. As a reaction SMILES: [F:1][C:2]1[CH:3]=[C:4]([N:8]2[C:12]3=[N:13][CH:14]=[CH:15][CH:16]=[C:11]3[CH:10]=[C:9]2[C:17](=O)[CH3:18])[CH:5]=[CH:6][CH:7]=1.C([O-])(=O)C.[NH4+].C([BH3-])#[N:26].[Na+]>CO.C(#N)C>[F:1][C:2]1[CH:3]=[C:4]([N:8]2[C:12]3=[N:13][CH:14]=[CH:15][CH:16]=[C:11]3[CH:10]=[C:9]2[CH:17]([NH2:26])[CH3:18])[CH:5]=[CH:6][CH:7]=1 |f:1.2,3.4|. Reported procedure: A mixture of 1-[1-(3-fluorophenyl)-1H-pyrrolo[2,3-b]pyridin-2-yl]ethanone (0.24 g, 0.94 mmol) and ammonium acetate (0.73 g, 9.5 mmol) in methanol (3.0 mL) and acetonitrile (3.0 mL) was heated at 65° C. in a sealed tube for 1 hour. After cooling to room temperature, sodium cyanoborohydride (0.18 g, 2.8 mmol) was added to the resultant mixture. The reaction was heated at 65° C. overnight. The reaction was then cooled to room temperature and quenched with saturated NaHCO3 solution and then extracte... The reactants are CCCCC(=O)Cl, COC(=O)C(NCc1ccc(-c2ccccc2C#N)cc1)C(C)C, Cl. Product: CCCCC(=O)N(Cc1ccc(-c2ccccc2C#N)cc1)C(C(=O)OC)C(C)C. As a reaction SMILES: [C:26]([CH2:27][CH2:28][CH2:29][CH3:30])(=[O:31])[Cl:32].[CH3:1][O:2][C:3]([CH:4]([NH:5][CH2:6][c:7]1[cH:8][cH:9][c:10](-[c:13]2[c:14]([C:19]#[N:20])[cH:15][cH:16][cH:17][cH:18]2)[cH:11][cH:12]1)[CH:21]([CH3:22])[CH3:23])=[O:24].[ClH:25]>>[CH3:1][O:2][C:3]([CH:4]([N:5]([CH2:6][c:7]1[cH:8][cH:9][c:10](-[c:13]2[c:14]([C:19]#[N:20])[cH:15][cH:16][cH:17][cH:18]2)[cH:11][cH:12]1)[C:26]([CH2:27][CH2:28][CH2:29][CH3:30])=[O:31])[CH:21]([CH3:22])[CH3:23])=[O:24]. Reactants: CC(=O)Nc1cc(O)c(C(=O)NC2CCN(Cc3ccccc3)CC2)cc1[N+](=O)[O-], CCO, Cl, [Na+], [OH-], O. Product: Nc1cc(O)c(C(=O)NC2CCN(Cc3ccccc3)CC2)cc1[N+](=O)[O-]. As a reaction SMILES: [CH2:1]([c:2]1[cH:3][cH:4][cH:5][cH:6][cH:7]1)[N:8]1[CH2:9][CH2:10][CH:11]([NH:14][C:15]([c:16]2[c:17]([OH:29])[cH:18][c:19]([NH:25][C:26](=[O:27])[CH3:28])[c:20]([N+:22](=[O:23])[O-:24])[cH:21]2)=[O:30])[CH2:12][CH2:13]1.[CH3:33][CH2:34][OH:35].[ClH:36].[Na+:32].[OH-:31].[OH2:37]>>[CH2:1]([c:2]1[cH:3][cH:4][cH:5][cH:6][cH:7]1)[N:8]1[CH2:9][CH2:10][CH:11]([NH:14][C:15]([c:16]2[c:17]([OH:29])[cH:18][c:19]([NH2:25])[c:20]([N+:22](=[O:23])[O-:24])[cH:21]2)=[O:30])[CH2:12][CH2:13]1. The reactants are [H-].C(C(C)C)[Al+]CC(C)C (diisobutyl aluminum hydride), C(C)(=O)OC=1C(=CC2=C(CC(O2)(C)COC2=CC=C(C=C2)N)C1C(C)(C)C)C(C)(C)C (5-acetoxy-2-(4-aminophenoxymethyl)-4,6-di-t-butyl-2-methyl-2,3-dihydrobenzofuran), [Cl-].[NH4+] (ammonium chloride). The solvent is C1(=CC=CC=C1)C (toluene). Run at time 2 hour. Yields the product NC1=CC=C(OCC2(OC3=C(C2)C(=C(C(=C3)C(C)(C)C)O)C(C)(C)C)C)C=C1 (2-(4-aminophenoxymethyl)-4,6-di-t-butyl-5-hydroxy-2-methyl-2,3-dihydrobenzofuran). Yield: 58.3%. As a reaction SMILES: C([O:4][C:5]1[C:6]([C:28]([CH3:31])([CH3:30])[CH3:29])=[CH:7][C:8]2[O:12][C:11]([CH2:14][O:15][C:16]3[CH:21]=[CH:20][C:19]([NH2:22])=[CH:18][CH:17]=3)([CH3:13])[CH2:10][C:9]=2[C:23]=1[C:24]([CH3:27])([CH3:26])[CH3:25])(=O)C.[H-].C([Al+]CC(C)C)C(C)C.[Cl-].[NH4+]>C1(C)C=CC=CC=1>[NH2:22][C:19]1[CH:18]=[CH:17][C:16]([O:15][CH2:14][C:11]2([CH3:13])[CH2:10][C:9]3[C:23]([C:24]([CH3:27])([CH3:26])[CH3:25])=[C:5]([OH:4])[C:6]([C:28]([CH3:29])([CH3:30])[CH3:31])=[CH:7][C:8]=3[O:12]2)=[CH:21][CH:20]=1 |f:1.2,3.4|. Procedure: Under a nitrogen atmosphere, 1.2 g of 5-acetoxy-2-(4-aminophenoxymethyl)-4,6-di-t-butyl-2-methyl-2,3-dihydrobenzofuran was dissolved in 30 ml of toluene. To the solution was added 11.3 ml of diisobutyl aluminum hydride (1.0 M in toluene) and the mixture was stirred at room temperature for 2 hours. After reaction, a saturated aqueous ammonium chloride solution was added and insoluble matters were filtered off on Celite and the filtrate was extracted with ethyl acetate. The organic layer was washe... Starting materials: CC(=O)c1cccc(C#N)c1, Cc1ccc(S(=O)(=O)O)cc1, [Na+], O=C([O-])O, OCCO. Yields the product CC1(c2cccc(C#N)c2)OCCO1. Reaction SMILES: [C:1]([CH3:2])(=[O:3])[c:4]1[cH:5][c:6]([C:7]#[N:8])[cH:9][cH:10][cH:11]1.[CH3:16][c:17]1[cH:18][cH:19][c:20]([S:21]([OH:22])(=[O:23])=[O:24])[cH:25][cH:26]1.[Na+:31].[O-:27][C:28]([OH:29])=[O:30].[OH:12][CH2:13][CH2:14][OH:15]>>[C:1]1([CH3:2])([c:4]2[cH:5][c:6]([C:7]#[N:8])[cH:9][cH:10][cH:11]2)[O:3][CH2:14][CH2:13][O:12]1. Reactants: C(C)(C)(C)OC(=O)[C@H]1N(C(SC1)CCCC)C(CNC(NC=1C=C(C(=O)OCC2=CC=CC=C2)C=CC1)=O)=O (benzyl (4R)-3-{3-[2-(4-tert-butoxycarbonyl-2-butyl-3-thiazolidinyl)-2-oxoethyl]ureido}benzoate), C(=O)[O-].[NH4+] (ammonium formate). Reagents/catalysts: [Pd] (palladium on charcoal). Solvent: CN(C)C=O (DMF). Yields the product C(C)(C)(C)OC(=O)[C@H]1N(C(SC1)CCCC)C(CNC(NC=1C=C(C(=O)O)C=CC1)=O)=O ((4R) -3-{3- [2- (4-tert-butoxycarbonyl-2-butyl-3-thiazolidinyl)-2-oxoethyl]ureido}benzoic acid). Isolated yield 25.3%. RXN SMILES: [C:1]([O:5][C:6]([C@@H:8]1[CH2:12][S:11][CH:10]([CH2:13][CH2:14][CH2:15][CH3:16])[N:9]1[C:17](=[O:39])[CH2:18][NH:19][C:20](=[O:38])[NH:21][C:22]1[CH:23]=[C:24]([CH:35]=[CH:36][CH:37]=1)[C:25]([O:27]CC1C=CC=CC=1)=[O:26])=[O:7])([CH3:4])([CH3:3])[CH3:2].C([O-])=O.[NH4+]>[Pd].CN(C=O)C>[C:1]([O:5][C:6]([C@@H:8]1[CH2:12][S:11][CH:10]([CH2:13][CH2:14][CH2:15][CH3:16])[N:9]1[C:17](=[O:39])[CH2:18][NH:19][C:20](=[O:38])[NH:21][C:22]1[CH:23]=[C:24]([CH:35]=[CH:36][CH:37]=1)[C:25]([OH:27])=[O:26])=[O:7])([CH3:2])([CH3:3])[CH3:4] |f:1.2|. Reported procedure: The procedure is similar to that described in Example 1, but starting with 1.18 g of benzyl (4R)-3-{3-[2-(4-tert-butoxycarbonyl-2-butyl-3-thiazolidinyl)-2-oxoethyl]ureido}benzoate (isomer A), 0.8 g of ammonium formate and 1.2 g of palladium on charcoal (10% Pd). 0.25 g of (4R) -3-{3- [2- (4-tert-butoxycarbonyl-2-butyl-3-thiazolidinyl)-2-oxoethyl]ureido}benzoic acid (isomer A) is thereby obtained in the form of an amorphous products [α]D25 =-35.4°±1.0° (C %=0.52; DMF). The reactants are O=C([O-])[O-], CCO, OC(CCl)CCCl, [K+], [K+], CC(C(=O)O)c1ccc(N)c(Cl)c1. Yields the product CC(C(=O)O)c1ccc(N2CCC(O)C2)c(Cl)c1. As a reaction SMILES: [C:21](=[O:22])([O-:23])[O-:24].[CH3:27][CH2:28][OH:29].[Cl:14][CH2:15][CH:16]([CH2:17][CH2:18][Cl:19])[OH:20].[K+:25].[K+:26].[NH2:1][c:2]1[c:3]([Cl:13])[cH:4][c:5]([CH:8]([C:9](=[O:10])[OH:11])[CH3:12])[cH:6][cH:7]1>>[N:1]1([c:2]2[c:3]([Cl:13])[cH:4][c:5]([CH:8]([C:9](=[O:10])[OH:11])[CH3:12])[cH:6][cH:7]2)[CH2:15][CH:16]([OH:20])[CH2:17][CH2:18]1. Reactants: C([O-])([O-])=O.[K+].[K+] (potassium carbonate), BrCBr (dibromomethane), C(C)OC(C1=CC(=C(C(=C1)O)O)O)=O (3,4,5-Trihydroxy-benzoic acid ethyl ester). Run in CN(C)C=O (DMF). Reaction conditions: temperature 60 celsius. Product: C(C)OC(=O)C1=CC2=C(OCO2)C(=C1)O (7-Hydroxy-benzo[1,3]dioxole-5-carboxylic acid ethyl ester). RXN SMILES: [CH2:1]([O:3][C:4](=[O:14])[C:5]1[CH:10]=[C:9]([OH:11])[C:8]([OH:12])=[C:7]([OH:13])[CH:6]=1)[CH3:2].[C:15](=O)([O-])[O-].[K+].[K+].BrCBr>CN(C=O)C>[CH2:1]([O:3][C:4]([C:5]1[CH:10]=[C:9]([OH:11])[C:8]2[O:12][CH2:15][O:13][C:7]=2[CH:6]=1)=[O:14])[CH3:2] |f:1.2.3|. Procedure: 5 g (25.2 mmol) of 3,4,5-Trihydroxy-benzoic acid ethyl ester was dissolved in 50 ml of DMF and treated at 0° C. with 13.95 g (101 mmol) of potassium carbonate and 4.39 g (25.2 mmol) of dibromomethane. The reaction solution was heated at 60° C. for 3 h. The solvent was removed under reduced pressure, the residue was taken-up in ethyl acetate and the solution was washed three times with water and twice with saturated aqueous sodium chloride. The organic phase was dried with magnesium sulphate, fil... Reactants: ClC1=CC(=C(C=C1)C1CC2CCC(C1)N2C(=O)OCC)C(CC)=O (ethyl 3-(4-chloro-2-propionylphenyl)-8-azabicyclo[3.2.1]octane-8-carboxylate), Cl (HCl), (−)-α,α-dephenyl-2-pyrrolidinemethanol, COB(OC)OC (trimethylborate), CSC.B (borane dimethylsulfide). Solvent: O1CCCC1 (tetrahydrofuran), CCOC(=O)C (EtOAc), O1CCCC1 (tetrahydrofuran). Reaction conditions: time 1 hour. The product is ClC1=CC(=C(C=C1)C1CC2CCC(C1)N2C(=O)OCC)C(CC)O (ethyl 3-[4-chloro-2-(1-hydroxypropyl)phenyl]-8-azabicyclo[3.2.1]octane-8-carboxylate). As a reaction SMILES: COB(OC)OC.CSC.B.[Cl:12][C:13]1[CH:18]=[CH:17][C:16]([CH:19]2[CH2:25][CH:24]3[N:26]([C:27]([O:29][CH2:30][CH3:31])=[O:28])[CH:21]([CH2:22][CH2:23]3)[CH2:20]2)=[C:15]([C:32](=[O:35])[CH2:33][CH3:34])[CH:14]=1.Cl>O1CCCC1.CCOC(C)=O>[Cl:12][C:13]1[CH:18]=[CH:17][C:16]([CH:19]2[CH2:25][CH:24]3[N:26]([C:27]([O:29][CH2:30][CH3:31])=[O:28])[CH:21]([CH2:22][CH2:23]3)[CH2:20]2)=[C:15]([CH:32]([OH:35])[CH2:33][CH3:34])[CH:14]=1 |f:1.2|. Procedure: To a solution of (S) (−)-α,α-dephenyl-2-pyrrolidinemethanol (0.724 g, 2.86 mmol) in anhydrous tetrahydrofuran (25 mL) was added trimethylborate (0.446 g, 4.29 mmol) all at once and stirred at room temperature for 1 h. The borane dimethylsulfide complex (7.15 mL, 14.3 mmol, 2.0 M in THF) was added dropwise over a period of 1 h. The mixture was then cooled to 0° C. with an ice-bath and a solution of ethyl 3-(4-chloro-2-propionylphenyl)-8-azabicyclo[3.2.1]octane-8-carboxylate (2-7) (5.00 g, 14.9 mm... Reactants: CCCCN1C(=O)C(Cl)=C(c2ccccc2)S1(=O)=O, Nc1nc[nH]n1, CN(C)C=O. Product: CCCCN1C(=O)C(Nc2nc[nH]n2)=C(c2ccccc2)S1(=O)=O. As a reaction SMILES: [CH2:1]([CH2:2][CH2:3][CH3:4])[N:5]1[S:6](=[O:18])(=[O:19])[C:7]([c:12]2[cH:13][cH:14][cH:15][cH:16][cH:17]2)=[C:8]([Cl:11])[C:9]1=[O:10].[NH2:20][c:21]1[n:22][nH:23][cH:24][n:25]1.[O:26]=[CH:27][N:28]([CH3:29])[CH3:30]>>[CH2:1]([CH2:2][CH2:3][CH3:4])[N:5]1[S:6](=[O:18])(=[O:19])[C:7]([c:12]2[cH:13][cH:14][cH:15][cH:16][cH:17]2)=[C:8]([NH:20][c:21]2[n:22][nH:23][cH:24][n:25]2)[C:9]1=[O:10].